This data is from the Open Reaction Database (ORD), a public repository of structured organic reaction records. The task is: describe an organic reaction: reactants, conditions, products, and yield RXN SMILES: [CH:1](=[O:3])[CH3:2].[C:4]([NH2:7])(=[O:6])[CH3:5]>O>[CH:1]([CH2:5][C:4]([NH2:7])=[O:6])=[CH2:2].[C:1]([NH2:7])(=[O:3])[CH3:2]. The solvent is O (water). Reported procedure: The invention may be described with reference to the accompanying drawing. In the sole FIGURE a schematic flow diagram of one embodiment of the process of this invention is depicted. Elongated cylindrical reactor 10 is charged with a bed 11 of particulate sulfonated divinylbenzene-cross-linked polystyrene ion exchange resin. This resin is in the protonated (H+) form. While the resin is shown in a fixed bed configuration in the FIGURE, it will be appreciated that it could be in a stirred or fluid... Product: C(=C)CC(=O)N (vinylacetamide), C(C)(=O)N (acetamide). Reactants: ethylidine-bis-acetamide, C(C)=O (acetaldehyde), C(C)(=O)N (acetamide). Reactants: C[C@H]1[C@H](N(CCC1)C(=O)C1=C(C=CC(=C1)C)C=1C=NN(C1)C)CNC1=NC=C(C=C1)C(F)(F)F (((2S,3R)-3-methyl-2-(((5-(trifluoromethyl)pyridin-2-yl)amino)methyl)piperidin-1-yl)(5-methyl-2-(1-methyl-1H-pyrazol-4-yl)phenyl)methanone), NC[C@H]1N(CCC[C@H]1C)C(=O)C1=C(C=CC(=C1)C)N1N=CC=N1 (((2S,3R)-2-(aminomethyl)-3-methylpiperidin-1-yl)(5-methyl-2-(2H-1,2,3-triazol-2-yl)phenyl)methanone), ClC1=CC=CC(=N1)C#N (6-chloropicolinonitrile). Yields the product C[C@H]1[C@H](N(CCC1)C(C1=C(C=CC(=C1)C)N1N=CC=N1)=O)CNC1=CC=CC(=N1)C#N (6-((((2S,3R)-3-Methyl-1-(5-methyl-2-(2H-1,2,3-triazol-2-yl)benzoyl)piperidin-2-yl)methyl)amino)picolinonitrile). RXN SMILES: C[C@@H:2]1[CH2:7][CH2:6][CH2:5][N:4](C(C2C=C(C)C=CC=2C2C=NN(C)C=2)=O)[C@@H:3]1[CH2:23][NH:24]C1C=CC(C(F)(F)F)=CN=1.[NH2:35][CH2:36][C@@H:37]1[C@H:42]([CH3:43])[CH2:41][CH2:40][CH2:39][N:38]1[C:44]([C:46]1[CH:51]=[C:50]([CH3:52])[CH:49]=[CH:48][C:47]=1[N:53]1[N:57]=[CH:56][CH:55]=[N:54]1)=[O:45].ClC1N=C(C#N)C=CC=1>>[CH3:43][C@@H:42]1[CH2:41][CH2:40][CH2:39][N:38]([C:44](=[O:45])[C:46]2[CH:51]=[C:50]([CH3:52])[CH:49]=[CH:48][C:47]=2[N:53]2[N:57]=[CH:56][CH:55]=[N:54]2)[C@@H:37]1[CH2:36][NH:35][C:5]1[N:4]=[C:3]([C:23]#[N:24])[CH:2]=[CH:7][CH:6]=1. Procedure details: The title compound was synthesized following the same general protocol as described for ((2S,3R)-3-methyl-2-(((5-(trifluoromethyl)pyridin-2-yl)amino)methyl)piperidin-1-yl)(5-methyl-2-(1-methyl-1H-pyrazol-4-yl)phenyl)methanone in Example A1, using ((2S,3R)-2-(aminomethyl)-3-methylpiperidin-1-yl)(5-methyl-2-(2H-1,2,3-triazol-2-yl)phenyl)methanone and 6-chloropicolinonitrile. ESI-MS (m/z): 416 [M+1]+. Reactants: [Ag+], CC(C)(C)c1cccc(C(C)(C)C)n1, OCCc1ccccc1Cl, O=S(=O)([O-])C(F)(F)F, CCOC(=O)CI. Yields the product CCOC(=O)COCCc1ccccc1Cl. RXN SMILES: [Ag+:40].[C:18]([c:19]1[cH:20][cH:21][cH:22][c:23]([C:24]([CH3:25])([CH3:26])[CH3:27])[n:28]1)([CH3:29])([CH3:30])[CH3:31].[Cl:1][c:2]1[c:3]([CH2:8][CH2:9][OH:10])[cH:4][cH:5][cH:6][cH:7]1.[F:32][C:33]([F:34])([F:35])[S:36]([O-:37])(=[O:38])=[O:39].[I:11][CH2:12][C:13](=[O:14])[O:15][CH2:16][CH3:17]>>[Cl:1][c:2]1[c:3]([CH2:8][CH2:9][O:10][CH2:12][C:13](=[O:14])[O:15][CH2:16][CH3:17])[cH:4][cH:5][cH:6][cH:7]1. Starting materials: CN(C)C=O, Cc1ccccc1, Cl, C1CCOC1, O, O=C(O)C(O)Cc1ccccc1, O=S(Cl)Cl. Yields the product O=C(O)C(Cl)Cc1ccccc1. RXN SMILES: [CH3:17][N:18]([CH3:19])[CH:20]=[O:21].[CH3:28][c:29]1[cH:30][cH:31][cH:32][cH:33][cH:34]1.[ClH:22].[O:23]1[CH2:24][CH2:25][CH2:26][CH2:27]1.[OH2:35].[OH:5][CH:6]([C:7](=[O:8])[OH:9])[CH2:10][c:11]1[cH:12][cH:13][cH:14][cH:15][cH:16]1.[S:1]([Cl:2])([Cl:3])=[O:4]>>[CH:6]([C:7](=[O:8])[OH:9])([CH2:10][c:11]1[cH:12][cH:13][cH:14][cH:15][cH:16]1)[Cl:22]. Reactants: COC(CC1=CC=C(C=C1)OCCCOC1=CC=C(C=C1)Cl)=O (methyl{p-[3-(p-chlorophenoxy)propoxy]phenyl}acetate), BrN1C(CCC1=O)=O (N-bromosuccinimide). Run in C(Cl)(Cl)(Cl)Cl (carbon tetrachloride). Yields the product BrC(C(=O)OC)C1=CC=C(C=C1)OCCCOC1=CC=C(C=C1)Cl (Methyl bromo{p-[3-(p-chlorophenoxy)propoxy]phenyl}acetate). Isolated yield 65.7%. RXN SMILES: [CH3:1][O:2][C:3](=[O:23])[CH2:4][C:5]1[CH:10]=[CH:9][C:8]([O:11][CH2:12][CH2:13][CH2:14][O:15][C:16]2[CH:21]=[CH:20][C:19]([Cl:22])=[CH:18][CH:17]=2)=[CH:7][CH:6]=1.[Br:24]N1C(=O)CCC1=O>C(Cl)(Cl)(Cl)Cl>[Br:24][CH:4]([C:5]1[CH:6]=[CH:7][C:8]([O:11][CH2:12][CH2:13][CH2:14][O:15][C:16]2[CH:17]=[CH:18][C:19]([Cl:22])=[CH:20][CH:21]=2)=[CH:9][CH:10]=1)[C:3]([O:2][CH3:1])=[O:23]. Procedure: A mixture of 33.5 g of methyl{p-[3-(p-chlorophenoxy)propoxy]phenyl}acetate and 19.6 g of N-bromosuccinimide in 400 ml of carbon tetrachloride is refluxed for 24 hours or until the reaction is complete. The mixture is cooled, filtered and the filtrate passed through a column of silica gel with carbon tetrachloride as eluent to give 27.2 g of product as an oil. Crystallization from petroleum ether gives white crystals, mp 49°-53° C. Procedure: A solution of N-{5-chloro-2-(4-methoxyphenyl)-3-[2-(methylsulfinyl)-4-pyrimidinyl]pyrazolo[1,5-a]pyridin-7-yl}-N-cyclopentylamine (118 mg, 0.24 mmol) in cyclopropylamine (5 mL) was heated at 45° C. in a sealed tube for 5 hours. The reaction mixture was cooled to room temperature and ethyl acetate was added to the reaction mixture. The organic phase was washed with water, brine and dried over magnesium sulfate. Filtration and concentration followed by chromatography (7:3 hexanes:ethyl acetate) ga... Reaction SMILES: [Cl:1][C:2]1[CH:7]=[C:6]([NH:8][CH:9]2[CH2:13][CH2:12][CH2:11][CH2:10]2)[N:5]2[N:14]=[C:15]([C:26]3[CH:31]=[CH:30][C:29]([O:32][CH3:33])=[CH:28][CH:27]=3)[C:16]([C:17]3[CH:22]=[CH:21][N:20]=[C:19](S(C)=O)[N:18]=3)=[C:4]2[CH:3]=1.C(OCC)(=O)C.[CH:40]1([NH2:43])[CH2:42][CH2:41]1>>[Cl:1][C:2]1[CH:7]=[C:6]([NH:8][CH:9]2[CH2:13][CH2:12][CH2:11][CH2:10]2)[N:5]2[N:14]=[C:15]([C:26]3[CH:31]=[CH:30][C:29]([O:32][CH3:33])=[CH:28][CH:27]=3)[C:16]([C:17]3[CH:22]=[CH:21][N:20]=[C:19]([NH:43][CH:40]4[CH2:42][CH2:41]4)[N:18]=3)=[C:4]2[CH:3]=1. Starting materials: ClC1=CC=2N(C(=C1)NC1CCCC1)N=C(C2C2=NC(=NC=C2)S(=O)C)C2=CC=C(C=C2)OC (N-{5-chloro-2-(4-methoxyphenyl)-3-[2-(methylsulfinyl)-4-pyrimidinyl]pyrazolo[1,5-a]pyridin-7-yl}-N-cyclopentylamine), C1(CC1)N (cyclopropylamine), C(C)(=O)OCC (ethyl acetate). Yield: 83.0%. The product is ClC1=CC=2N(C(=C1)NC1CCCC1)N=C(C2C2=NC(=NC=C2)NC2CC2)C2=CC=C(C=C2)OC (N-{4-[5-chloro-7-(cyclopentylamino)-2-(4-methoxyphenyl)pyrazolo[1,5-a]pyridin-3-yl]-2-pyrimidinyl}-N-cyclopropylamine).